From a dataset of the Open Reaction Database (ORD), a public repository of structured organic reaction records. describe an organic reaction: reactants, conditions, products, and yield Reactants: Cl (hydrochloric acid), COC(=O)C1=NC(=C(C=C1)OCC(F)(F)F)C1=CC=C(C=C1)Cl (6-(4-chloro-phenyl)-5-(2,2,2-trifluoro-ethoxy)-pyridine-2-carboxylic acid methyl ester), solution, [OH-].[Li+] (lithium hydroxide). Run in O1CCCC1 (tetrahydrofuran), O (water). Run at time 1 hour. The product is ClC1=CC=C(C=C1)C1=C(C=CC(=N1)C(=O)O)OCC(F)(F)F (6-(4-Chloro-phenyl)-5-(2,2,2-trifluoro-ethoxy)-pyridine-2-carboxylic acid). Isolated yield 82.0%. Reaction SMILES: C[O:2][C:3]([C:5]1[CH:10]=[CH:9][C:8]([O:11][CH2:12][C:13]([F:16])([F:15])[F:14])=[C:7]([C:17]2[CH:22]=[CH:21][C:20]([Cl:23])=[CH:19][CH:18]=2)[N:6]=1)=[O:4].[OH-].[Li+].Cl>O1CCCC1.O>[Cl:23][C:20]1[CH:19]=[CH:18][C:17]([C:7]2[N:6]=[C:5]([C:3]([OH:4])=[O:2])[CH:10]=[CH:9][C:8]=2[O:11][CH2:12][C:13]([F:16])([F:14])[F:15])=[CH:22][CH:21]=1 |f:1.2|. Procedure details: To a solution of 3.0 g 6-(4-chloro-phenyl)-5-(2,2,2-trifluoro-ethoxy)-pyridine-2-carboxylic acid methyl ester in 30 mL tetrahydrofuran was added 14 mL of a 1M solution of lithium hydroxide in water and the mixture was stirred at room temperature for 1 h. The reaction mixture was acidified by addition of 1M hydrochloric acid. The precipitate was collected by filtration washed with water and dried to constant weight under high vacuum to yield 2.36 g of the title compound as white solid, MS 330.3 (... The reactants are CC(C)(C)OC(=O)CBr, O=C([O-])[O-], CC1(C)NC(=O)N(C(=O)c2cccc3ccccc23)C1=O, CCOC(C)=O, [K+], [K+], CN(C)C=O, O. The product is CC(C)(C)OC(=O)CN1C(=O)N(C(=O)c2cccc3ccccc23)C(=O)C1(C)C. RXN SMILES: [Br:22][CH2:23][C:24](=[O:25])[O:26][C:27]([CH3:28])([CH3:29])[CH3:30].[C:31](=[O:32])([O-:33])[O-:34].[CH3:1][C:2]1([CH3:21])[C:3](=[O:20])[N:4]([C:8](=[O:9])[c:10]2[cH:11][cH:12][cH:13][c:14]3[cH:15][cH:16][cH:17][cH:18][c:19]23)[C:5](=[O:7])[NH:6]1.[CH3:43][CH2:44][O:45][C:46](=[O:47])[CH3:48].[K+:35].[K+:36].[O:38]=[CH:39][N:40]([CH3:41])[CH3:42].[OH2:37]>>[CH3:1][C:2]1([CH3:21])[C:3](=[O:20])[N:4]([C:8](=[O:9])[c:10]2[cH:11][cH:12][cH:13][c:14]3[cH:15][cH:16][cH:17][cH:18][c:19]23)[C:5](=[O:7])[N:6]1[CH2:23][C:24](=[O:25])[O:26][C:27]([CH3:28])([CH3:29])[CH3:30].